Dataset: the Open Reaction Database (ORD), a public repository of structured organic reaction records. Task: describe an organic reaction: reactants, conditions, products, and yield The reactants are BrC=1C(=C(SC1)C(=O)OC)O[C@H](CNC(=O)OC(C)(C)C)C (methyl 4-bromo-3-{(1S)-2-[(tert-butoxycarbonyl)amino]-1-methylethoxy}thiophene-2-carboxylate), [OH-].[Na+] (sodium hydroxide), Cl (hydrochloric acid). The solvent is C1CCOC1.CO (THF MeOH). Conditions: temperature 50 celsius, time 1 hour. The product is BrC=1C(=C(SC1)CO)O[C@H](CNC(OC(C)(C)C)=O)C (tert-butyl [(2S)-2-{[4-bromo-2-(hydroxymethyl)thiophen-3-yl]oxy}propyl]carbamate). Isolated yield 89.8%. Reaction SMILES: [Br:1][C:2]1[C:3]([O:11][C@@H:12]([CH3:22])[CH2:13][NH:14][C:15]([O:17][C:18]([CH3:21])([CH3:20])[CH3:19])=[O:16])=[C:4]([C:7](OC)=[O:8])[S:5][CH:6]=1.[OH-].[Na+].Cl>C1COCC1.CO>[Br:1][C:2]1[C:3]([O:11][C@@H:12]([CH3:22])[CH2:13][NH:14][C:15](=[O:16])[O:17][C:18]([CH3:20])([CH3:19])[CH3:21])=[C:4]([CH2:7][OH:8])[S:5][CH:6]=1 |f:1.2,4.5|. Procedure: To a solution of methyl 4-bromo-3-{(1S)-2-[(tert-butoxycarbonyl)amino]-1-methylethoxy}thiophene-2-carboxylate (15.36 g) in THF-MeOH (5:1, 180 mL) was added 8 N aqueous sodium hydroxide solution (7.5 mL) at room temperature, and the mixture was stirred at 50° C. for 1 hr. The reaction solution was cooled to room temperature, neutralized with 6 N hydrochloric acid (10 mL), and extracted with ethyl acetate. The extract was washed with water and saturated brine, and dried over magnesium sulfate, and... Starting materials: ClCCN1C(C(C2=CC=CC=C12)=O)=O (1-(2-chloroethyl)-1H-indol-2,3-dione), C1(=CC=C(C=C1)S(=O)(=O)O)C.FC1=CC=C(C(=O)N2CCCCC2)C=C1 (4-fluorobenzoyl piperidine para toluenesulfonate), C([O-])([O-])=O.[K+].[K+] (potassium carbonate), [I-].[Na+] (sodium iodide), CN1C(CCC1)=O (N-methylpyrrolidinone). Yields the product Cl.FC1=CC=C(C(=O)C2CCN(CC2)CCN2C(C(C3=CC=CC=C23)=O)=O)C=C1 (1-(2-(4-(4-Fluorobenzoyl)-1-piperidinyl)-1-ethyl)-1H-indol-2,3-dione monohydrochloride). RXN SMILES: [Cl:1][CH2:2][CH2:3][N:4]1[C:12]2[C:7](=[CH:8][CH:9]=[CH:10][CH:11]=2)[C:6](=[O:13])[C:5]1=[O:14].C1(C)C=CC(S(O)(=O)=O)=CC=1.[F:26][C:27]1[CH:40]=[CH:39][C:30]([C:31](N2CCCCC2)=[O:32])=[CH:29][CH:28]=1.C(=O)([O-])[O-].[K+].[K+].[I-].[Na+].[CH3:49][N:50]1[CH2:54][CH2:53][CH2:52][C:51]1=O>>[ClH:1].[F:26][C:27]1[CH:28]=[CH:29][C:30]([C:31]([CH:53]2[CH2:54][CH2:49][N:50]([CH2:2][CH2:3][N:4]3[C:12]4[C:7](=[CH:8][CH:9]=[CH:10][CH:11]=4)[C:6](=[O:13])[C:5]3=[O:14])[CH2:51][CH2:52]2)=[O:32])=[CH:39][CH:40]=1 |f:1.2,3.4.5,6.7,9.10|. Reported procedure: Prepared from 1-(2-chloroethyl)-1H-indol-2,3-dione and 4-fluorobenzoyl piperidine para toluenesulfonate and potassium carbonate and sodium iodide in N-methylpyrrolidinone. Reactants: CN(C)C=O, ClCC=C(Cl)Cl, N#CC(C#N)Cc1ccc(C(F)(F)F)cc1, [H-], [Na+]. The product is N#CC(C#N)(CC=C(Cl)Cl)Cc1ccc(C(F)(F)F)cc1. Reaction SMILES: [CH3:25][N:26]([CH3:27])[CH:28]=[O:29].[Cl:19][C:20](=[CH:21][CH2:22][Cl:23])[Cl:24].[F:1][C:2]([c:3]1[cH:4][cH:5][c:6]([CH2:7][CH:8]([C:9]#[N:10])[C:11]#[N:12])[cH:13][cH:14]1)([F:15])[F:16].[H-:17].[Na+:18]>>[F:1][C:2]([c:3]1[cH:4][cH:5][c:6]([CH2:7][C:8]([C:9]#[N:10])([C:11]#[N:12])[CH2:22][CH:21]=[C:20]([Cl:19])[Cl:24])[cH:13][cH:14]1)([F:15])[F:16].